Dataset: the Open Reaction Database (ORD), a public repository of structured organic reaction records. Task: describe an organic reaction: reactants, conditions, products, and yield Yields the product NS(=O)(=O)c1ccccc1OCC1CO1. The reactants are C=CCOc1ccccc1S(N)(=O)=O, ClCCl, O=C(OO)c1cccc(Cl)c1. RXN SMILES: [CH2:12]([CH:13]=[CH2:14])[O:15][c:16]1[c:17]([S:22](=[O:23])(=[O:24])[NH2:25])[cH:18][cH:19][cH:20][cH:21]1.[CH2:26]([Cl:27])[Cl:28].[OH:1][O:2][C:3]([c:4]1[cH:5][c:6]([Cl:7])[cH:8][cH:9][cH:10]1)=[O:11]>>[O:1]1[CH:13]([CH2:12][O:15][c:16]2[c:17]([S:22](=[O:23])(=[O:24])[NH2:25])[cH:18][cH:19][cH:20][cH:21]2)[CH2:14]1. Starting materials: S(=O)([O-])S(=O)[O-].[Na+].[Na+] (sodium hydrosulfite), FC(S(=O)(=O)O)(F)F (trifluoromethanesulfonic acid), BrN1C(=O)N(C(=O)C1(C)C)Br (1,3-dibromo-5,5-dimethylhydantoin), C(C)C1=CC=C(C=C1)[N+](=O)[O-] (4-ethylnitrobenzene). Run in ClCCl (dichloromethane). Conditions: time 2 hour. Product: BrC1=C(C=CC(=C1)[N+](=O)[O-])CC (1-Bromo-2-ethyl-5-nitrobenzene). The yield is 132.3%. As a reaction SMILES: [CH2:1]([C:3]1[CH:8]=[CH:7][C:6]([N+:9]([O-:11])=[O:10])=[CH:5][CH:4]=1)[CH3:2].FC(F)(F)S(O)(=O)=O.[Br:20]N1C(C)(C)C(=O)N(Br)C1=O.S(S([O-])=O)([O-])=O.[Na+].[Na+]>ClCCl>[Br:20][C:4]1[CH:5]=[C:6]([N+:9]([O-:11])=[O:10])[CH:7]=[CH:8][C:3]=1[CH2:1][CH3:2] |f:3.4.5|. Procedure: 25 g (165 mmol) of 4-ethylnitrobenzene are placed in 200 ml of dichloromethane in a round-bottomed flask and under a stream of nitrogen. 20 ml (230 mmol) of trifluoromethanesulfonic acid and 33 g (115 mmol) of 1,3-dibromo-5,5-dimethylhydantoin are added and the reaction medium is stirred for 2 hours at room temperature. Saturated aqueous sodium hydrosulfite solution is then added. The phases are separated and the organic phase is neutralized with aqueous 2M sodium carbonate solution and then was... Starting materials: CC(C)N=C=NC(C)C, NCc1cccc(C(F)(F)F)c1Cl, CC(C(=O)O)c1ccccc1Cl, CC(Cl)Cl. Yields the product CC(C(=O)NCc1cccc(C(F)(F)F)c1Cl)c1ccccc1Cl. As a reaction SMILES: [CH:26]([N:27]=[C:28]=[N:29][CH:30]([CH3:31])[CH3:32])([CH3:33])[CH3:34].[Cl:13][c:14]1[c:15]([CH2:16][NH2:17])[cH:18][cH:19][cH:20][c:21]1[C:22]([F:23])([F:24])[F:25].[Cl:1][c:2]1[c:3]([CH:8]([C:9](=[O:10])[OH:11])[CH3:12])[cH:4][cH:5][cH:6][cH:7]1.[Cl:35][CH:36]([Cl:37])[CH3:38]>>[Cl:1][c:2]1[c:3]([CH:8]([C:9](=[O:11])[NH:17][CH2:16][c:15]2[c:14]([Cl:13])[c:21]([C:22]([F:23])([F:24])[F:25])[cH:20][cH:19][cH:18]2)[CH3:12])[cH:4][cH:5][cH:6][cH:7]1. The reactants are COC(N)=O (carbamic acid methyl ester), C([O-])([O-])=O.[K+].[K+] (Potassium carbonate), COC(NC(C(C)C)C(=O)N1C(CCC1)C=1NC(=CN1)C1=CC=C(C=C1)C#C[Si](C)(C)C)=O ((2-Methyl-1-{2-[5-(4-trimethylsilanylethynyl-phenyl)-1H-imidazol-2-yl]-pyrrolidine-1-carbonyl}-propyl)-carbamic acid methyl ester). Run in CO (MeOH). Reaction conditions: time 8 hour. The product is COC(NC(C(C)C)C(=O)N1C(CCC1)C=1NC(=CN1)C1=CC=C(C=C1)C#C)=O ((1-{2-[5-(4-Ethynyl-phenyl)-1H-imidazol-2-yl]-pyrrolidine-1-carbonyl}-2-methyl-propyl)-carbamic acid methyl ester). Yield: 85.4%. Reaction SMILES: COC(=O)N.C(=O)([O-])[O-].[K+].[K+].[CH3:12][O:13][C:14](=[O:44])[NH:15][CH:16]([C:20]([N:22]1[CH2:26][CH2:25][CH2:24][CH:23]1[C:27]1[NH:28][C:29]([C:32]2[CH:37]=[CH:36][C:35]([C:38]#[C:39][Si](C)(C)C)=[CH:34][CH:33]=2)=[CH:30][N:31]=1)=[O:21])[CH:17]([CH3:19])[CH3:18]>CO>[CH3:12][O:13][C:14](=[O:44])[NH:15][CH:16]([C:20]([N:22]1[CH2:26][CH2:25][CH2:24][CH:23]1[C:27]1[NH:28][C:29]([C:32]2[CH:37]=[CH:36][C:35]([C:38]#[CH:39])=[CH:34][CH:33]=2)=[CH:30][N:31]=1)=[O:21])[CH:17]([CH3:19])[CH3:18] |f:1.2.3|. Procedure details: A mixture of (1-{2-[5-(4-Bromo-phenyl)-1H-imidazol-2-yl]-pyrrolidine-1-carbonyl}-2-methyl-propyl)-carbamic acid methyl ester (364 mg, 0.81 mmol), Ethynyl-trimethyl-silane (0.68 mL, 4.9 mmol), Copper(I) iodide (154 mg, 0.81 mmol), tetrakis(triphenylphosphine)palladium (94 mg, 0.08 mmol) and triethylamine (0.67 mL, 4.9 mmol) in 5 ml DMF was heated to 70° C. overnight. The reaction mixture was cooled and dissolved in ethyl acetate and washed with 5% lithium chloride aqueous solution. The organic la... Reactants: CC(C)(C)OC(=O)N1CC(Sc2ccccc2C(C)(C)C)C1, Cl, C1COCCO1. The product is CC(C)(C)c1ccccc1SC1CNC1, Cl. Reaction SMILES: [C:1]([CH3:2])([CH3:3])([CH3:4])[c:5]1[c:6]([S:11][CH:12]2[CH2:13][N:14]([C:16]([O:17][C:18]([CH3:19])([CH3:20])[CH3:21])=[O:22])[CH2:15]2)[cH:7][cH:8][cH:9][cH:10]1.[ClH:23].[O:24]1[CH2:25][CH2:26][O:27][CH2:28][CH2:29]1>>[C:1]([CH3:2])([CH3:3])([CH3:4])[c:5]1[c:6]([S:11][CH:12]2[CH2:13][NH:14][CH2:15]2)[cH:7][cH:8][cH:9][cH:10]1.[ClH:23]. The reactants are ClC=1C=C(C=CC1)C(C(CC(CC(=O)OCC)(C)C)=O)C#N (ethyl 6-(3'chlorophenyl)-6-cyano-5-keto-3,3-dimethylhexanoate), C(CCCCC)(=O)[O-] (hexanoate). The product is ClC=1C=C(C=CC1)C1C(CC(CC1=O)(C)C)=O (2-(3'-chlorophenyl)-5,5-dimethyl-1,3-cyclohexanedione). As a reaction SMILES: [Cl:1][C:2]1[CH:3]=[C:4]([CH:8](C#N)[C:9](=[O:20])[CH2:10][C:11]([CH3:19])([CH3:18])[CH2:12][C:13]([O:15]CC)=O)[CH:5]=[CH:6][CH:7]=1.C([O-])(=O)CCCCC>>[Cl:1][C:2]1[CH:3]=[C:4]([CH:8]2[C:9](=[O:20])[CH2:10][C:11]([CH3:18])([CH3:19])[CH2:12][C:13]2=[O:15])[CH:5]=[CH:6][CH:7]=1. Procedure details: This dione was prepared by the acid cyclization of ethyl 6-(3'chlorophenyl)-6-cyano-5-keto-3,3-dimethylhexanoate. Preparation of the hexanoate is described in Part A and of the dione in Part B below.